Dataset: the Open Reaction Database (ORD), a public repository of structured organic reaction records. Task: describe an organic reaction: reactants, conditions, products, and yield The reactants are CC(=O)O[BH-](OC(C)=O)OC(C)=O, CCCCOC(C)Oc1ccc(-c2ccc3c(c2)C=C(C(=O)OC)CCN3)cc1, COc1ccc(OC)c(C=O)c1, ClCCCl, [Na+], O. Product: CCCCOC(C)Oc1ccc(-c2ccc3c(c2)C=C(C(=O)OC)CCN3Cc2cc(OC)ccc2OC)cc1. RXN SMILES: [C:42]([O:43][BH-:44]([O:45][C:46](=[O:47])[CH3:48])[O:49][C:50](=[O:51])[CH3:52])(=[O:53])[CH3:54].[CH2:1]([CH2:2][CH2:3][CH3:4])[O:5][CH:6]([CH3:7])[O:8][c:9]1[cH:10][cH:11][c:12](-[c:15]2[cH:16][cH:17][c:18]3[c:19]([cH:29]2)[CH:20]=[C:21]([C:25](=[O:26])[O:27][CH3:28])[CH2:22][CH2:23][NH:24]3)[cH:13][cH:14]1.[CH3:30][O:31][c:32]1[c:33]([CH:34]=[O:35])[cH:36][c:37]([O:40][CH3:41])[cH:38][cH:39]1.[Cl:57][CH2:58][CH2:59][Cl:60].[Na+:55].[OH2:56]>>[CH2:1]([CH2:2][CH2:3][CH3:4])[O:5][CH:6]([CH3:7])[O:8][c:9]1[cH:10][cH:11][c:12](-[c:15]2[cH:16][cH:17][c:18]3[c:19]([cH:29]2)[CH:20]=[C:21]([C:25](=[O:26])[O:27][CH3:28])[CH2:22][CH2:23][N:24]3[CH2:34][c:33]2[c:32]([O:31][CH3:30])[cH:39][cH:38][c:37]([O:40][CH3:41])[cH:36]2)[cH:13][cH:14]1. The reactants are CC(C)(C)NC(=O)C(=O)O, COc1cc(N)ccc1-c1cnco1, CCN=C=NCCCN(C)C, ClCCl, Cl, On1nnc2cccnc21. Product: COc1cc(NC(=O)C(=O)NC(C)(C)C)ccc1-c1cnco1. Reaction SMILES: [C:15]([CH3:16])([CH3:17])([CH3:18])[NH:19][C:20]([C:21](=[O:22])[OH:23])=[O:24].[CH3:1][O:2][c:3]1[cH:4][c:5]([NH2:6])[cH:7][cH:8][c:9]1-[c:10]1[cH:11][n:12][cH:13][o:14]1.[CH3:26][N:27]([CH3:28])[CH2:29][CH2:30][CH2:31][N:32]=[C:33]=[N:34][CH2:35][CH3:36].[Cl:47][CH2:48][Cl:49].[ClH:25].[OH:37][n:38]1[c:39]2[n:40][cH:41][cH:42][cH:43][c:44]2[n:45][n:46]1>>[CH3:1][O:2][c:3]1[cH:4][c:5]([NH:6][C:21]([C:20]([NH:19][C:15]([CH3:16])([CH3:17])[CH3:18])=[O:24])=[O:22])[cH:7][cH:8][c:9]1-[c:10]1[cH:11][n:12][cH:13][o:14]1.